Dataset: the Open Reaction Database (ORD), a public repository of structured organic reaction records. Task: describe an organic reaction: reactants, conditions, products, and yield The reactants are [H][H] (hydrogen), NC1C(C2=CC=CC=C2OC12CCN(CC2)C(=O)OCC2=CC=CC=C2)=O (Benzyl 3-amino-4-oxo-spiro[chromane-2,4′-piperidine]-1′-carboxylate), C(=O)N (formamide), [OH-].[Na+] (NaOH). The reagents and catalysts are [Pd] (Pd/C). Conditions: temperature 180 celsius. Yields the product N1CCC2(CC1)OC=1C=CC=CC1C=1NC=NC12 (1H-spiro[chromeno[4,3-d]imidazole-4,4′-piperidine]). RXN SMILES: [NH2:1][CH:2]1[C:11]2([CH2:16][CH2:15][N:14](C(OCC3C=CC=CC=3)=O)[CH2:13][CH2:12]2)[O:10][C:9]2[C:4](=[CH:5][CH:6]=[CH:7][CH:8]=2)[C:3]1=O.[CH:28]([NH2:30])=O.[OH-].[Na+].[H][H]>[Pd]>[NH:14]1[CH2:13][CH2:12][C:11]2([C:2]3[N:1]=[CH:28][NH:30][C:3]=3[C:4]3[CH:5]=[CH:6][CH:7]=[CH:8][C:9]=3[O:10]2)[CH2:16][CH2:15]1 |f:2.3|. Procedure: Benzyl 3-amino-4-oxo-spiro[chromane-2,4′-piperidine]-1′-carboxylate (600 mg, 1.64 mmol) was added portion-wise to formamide (3.0 mL, 75 mmol) and the mixture was heated at 180° C. for 2 h. After cooling to room temperature, 3 mL of 1N NaOH was added and the resulting solution was extracted with dichloromethane. The organics were combined and washed with brine, dried over sodium sulfate, and evaporated to dryness. The crude material was filtered through silica gel eluting with 0-10% methanol in d... Reactants: BrC1=C2C=CC=CC2=CC2=CC3=CC=CC=C3C=C12 (5-Bromonaphthacene), C1(=CC=CC=C1)P(C1=CC=CC=C1)C1=CC=CC=C1 (triphenylphosphine), [Al] (aluminum), dichloromethane hexanes, C1(=CC=CC=C1)C#C (Phenylacetylene), BrC1=C2C=CC=CC2=CC2=CC3=CC=CC=C3C=C12 (5-bromonaphthacene). Reagents/catalysts: Cl[Pd]([P](C1=CC=CC=C1)(C2=CC=CC=C2)C3=CC=CC=C3)([P](C4=CC=CC=C4)(C5=CC=CC=C5)C6=CC=CC=C6)Cl (dichlorobis(triphenylphosphine)palladium(II)), [Cu]I (copper(I) iodide). Solvent: C(C)N(CC)CC (triethylamine). Yields the product C1(=CC=CC=C1)C#CC1=C2C=CC=CC2=CC2=CC3=CC=CC=C3C=C12 (5-(phenylethynyl)naphthacene). As a reaction SMILES: Br[C:2]1[C:19]2[C:10](=[CH:11][C:12]3[C:17]([CH:18]=2)=[CH:16][CH:15]=[CH:14][CH:13]=3)[CH:9]=[C:8]2[C:3]=1[CH:4]=[CH:5][CH:6]=[CH:7]2.C1(P(C2C=CC=CC=2)C2C=CC=CC=2)C=CC=CC=1.[C:39]1([C:45]#[CH:46])[CH:44]=[CH:43][CH:42]=[CH:41][CH:40]=1.[Al]>Cl[Pd](Cl)([P](C1C=CC=CC=1)(C1C=CC=CC=1)C1C=CC=CC=1)[P](C1C=CC=CC=1)(C1C=CC=CC=1)C1C=CC=CC=1.[Cu]I.C(N(CC)CC)C>[C:39]1([C:45]#[C:46][C:9]2[C:10]3[C:19](=[CH:18][C:17]4[C:12]([CH:11]=3)=[CH:13][CH:14]=[CH:15][CH:16]=4)[CH:2]=[C:3]3[C:8]=2[CH:7]=[CH:6][CH:5]=[CH:4]3)[CH:44]=[CH:43][CH:42]=[CH:41][CH:40]=1 |^1:50,69|. Procedure: 5-Bromonaphthacene (1.00 g, 3.26 mmol, prepared as described in Example 1, Step 1), 31 mg of copper(I) iodide (0.163 mmol), 85 mg of triphenylphosphine (0.33 mmol) and 114 mg of dichlorobis(triphenylphosphine)palladium(II) catalyst (0.163 mmol) were added to an oven-dried glass pressure tube equipped with a magnetic stirrer. Dry triethylamine (20 ml) was added and the mixture was degassed with nitrogen for 15 minutes. Phenylacetylene (0.5 g, 0.46 ml, 4.88 mmol) was then added by syringe. The tub... Reactants: O=C([O-])[O-], [Cs+], [Cs+], Fc1cnc2ccccc2c1I, c1cc2c(cn1)CCN2, C1CCOC1, O. Product: Fc1cnc2ccccc2c1N1CCc2cnccc21. As a reaction SMILES: [C:18](=[O:19])([O-:20])[O-:21].[Cs+:22].[Cs+:23].[F:1][c:2]1[cH:3][n:4][c:5]2[cH:6][cH:7][cH:8][cH:9][c:10]2[c:11]1[I:12].[NH:24]1[CH2:25][CH2:26][c:27]2[cH:28][n:29][cH:30][cH:31][c:32]21.[O:13]1[CH2:14][CH2:15][CH2:16][CH2:17]1.[OH2:33]>>[F:1][c:2]1[cH:3][n:4][c:5]2[cH:6][cH:7][cH:8][cH:9][c:10]2[c:11]1[N:24]1[CH2:25][CH2:26][c:27]2[cH:28][n:29][cH:30][cH:31][c:32]21. The reactants are COC=1C=C(C=C(C1OCC(F)(F)F)OC)C1=NC=C(C=C1)N(CCCN(CCCN(C=1C=CC(=NC1)C1=CC(=C(C(=C1)OC)OCC(F)(F)F)OC)C)C)C (N,N-bis[N-[2-[3,5-dimethoxy-4-(2,2,2-trifluoroethoxy)phenyl]-5-pyridyl]-N-methyl-3-aminopropyl]methylamine), Cl (hydrochloric acid). Solvent: C(C)O (ethanol). Yields the product Cl.Cl.Cl.COC=1C=C(C=C(C1OCC(F)(F)F)OC)C1=NC=C(C=C1)N(CCCN(CCCN(C=1C=CC(=NC1)C1=CC(=C(C(=C1)OC)OCC(F)(F)F)OC)C)C)C (N,N-Bis[N-[2-(3,5-dimethoxy-4-(2,2,2-trifluoroethoxy)phenyl]-5-pyridyl]-N-methyl-3-aminopropyl]methylamine trihydrochloride). Yield: 86.2%. RXN SMILES: [CH3:1][O:2][C:3]1[CH:4]=[C:5]([C:17]2[CH:22]=[CH:21][C:20]([N:23]([CH3:56])[CH2:24][CH2:25][CH2:26][N:27]([CH3:55])[CH2:28][CH2:29][CH2:30][N:31]([CH3:54])[C:32]3[CH:33]=[CH:34][C:35]([C:38]4[CH:43]=[C:42]([O:44][CH3:45])[C:41]([O:46][CH2:47][C:48]([F:51])([F:50])[F:49])=[C:40]([O:52][CH3:53])[CH:39]=4)=[N:36][CH:37]=3)=[CH:19][N:18]=2)[CH:6]=[C:7]([O:15][CH3:16])[C:8]=1[O:9][CH2:10][C:11]([F:14])([F:13])[F:12].[ClH:57]>C(O)C>[ClH:57].[ClH:57].[ClH:57].[CH3:45][O:44][C:42]1[CH:43]=[C:38]([C:35]2[CH:34]=[CH:33][C:32]([N:31]([CH3:54])[CH2:30][CH2:29][CH2:28][N:27]([CH3:55])[CH2:26][CH2:25][CH2:24][N:23]([CH3:56])[C:20]3[CH:21]=[CH:22][C:17]([C:5]4[CH:6]=[C:7]([O:15][CH3:16])[C:8]([O:9][CH2:10][C:11]([F:12])([F:14])[F:13])=[C:3]([O:2][CH3:1])[CH:4]=4)=[N:18][CH:19]=3)=[CH:37][N:36]=2)[CH:39]=[C:40]([O:52][CH3:53])[C:41]=1[O:46][CH2:47][C:48]([F:50])([F:51])[F:49] |f:3.4.5.6|. Procedure details: To a solution of N,N-bis[N-[2-[3,5-dimethoxy-4-(2,2,2-trifluoroethoxy)phenyl]-5-pyridyl]-N-methyl-3-aminopropyl]methylamine (3.62 g, 4.55 mmol) in ethanol (50 mL) was added concentrated hydrochloric acid (1.4 mL, 17 mmol), and the reaction mixture was concentrated under reduced pressure. Ethanol (50 mL) was added to the residue, and the mixture was concentrated under reduced pressure. Ethyl acetate (20 mL) was added to the residue, followed by concentration of the resultant mixture under reduced... Reactants: O=P(Cl)(Cl)Cl (POCl3), Cl.BrC1=C2C=C[N+](=CC2=CC=C1OC)[O-] (5-bromo-6-methoxyisoquinoline-N-oxide hydrochloride). Run at temperature 90 celsius. The product is BrC1=C2C=CN=C(C2=CC=C1OC)Cl (5-bromo-1-chloro-6-methoxyisoquinoline). Isolated yield 110.1%. RXN SMILES: O=P(Cl)(Cl)Cl.[ClH:6].[Br:7][C:8]1[C:17]([O:18][CH3:19])=[CH:16][CH:15]=[C:14]2[C:9]=1[CH:10]=[CH:11][N+:12]([O-])=[CH:13]2>>[Br:7][C:8]1[C:17]([O:18][CH3:19])=[CH:16][CH:15]=[C:14]2[C:9]=1[CH:10]=[CH:11][N:12]=[C:13]2[Cl:6] |f:1.2|. Reported procedure: POCl3 (6.5 ml) was added to the 5-bromo-6-methoxyisoquinoline-N-oxide hydrochloride (1.22 g) and the mixture heated at 90° C. for 6 h. Excess POCl3 was removed in vacuo and the remaining solid washed with water, filtered and dried in vacuo to give 5-bromo-1-chloro-6-methoxyisoquinoline (1.26 g). The reactants are NC1=C(C=CC=C1)C#N (2-amino-1-cyano-benzene), C1CC2=CC=CC=C2C(=O)C1 (α-tetralone), B(F)(F)F.CCOCC (boron trifluoride diethyl etherate). Product: NC1=CC=CC=2CCC=3C=C4C=CC=CC4=NC3C21 (Amino-5, 6-dihydro-benz-[c]-acridine). As a reaction SMILES: [NH2:1][C:2]1[CH:7]=[CH:6][CH:5]=[CH:4][C:3]=1[C:8]#[N:9].[CH2:10]1[CH2:20][C:18](=O)[C:17]2[C:12](=[CH:13][CH:14]=[CH:15][CH:16]=2)[CH2:11]1.B(F)(F)F.CCOCC>>[NH2:1][C:2]1[C:3]2[C:8]3[N:9]=[C:17]4[C:12]([CH:11]=[CH:10][CH:20]=[CH:18]4)=[CH:13][C:14]=3[CH2:15][CH2:16][C:4]=2[CH:5]=[CH:6][CH:7]=1 |f:2.3|. Reported procedure: 2-amino-1-cyano-benzene (2.0 g, 16.9 mmol), α-tetralone (3, 4-dihydro-[2H]-naphthalene-1-one) (Aldrich Chemicals) (2.7 g, 18.5 mmol) and boron trifluoride diethyl etherate (1M, 2.3 ml, 18.8 mmol) were treated according to the general procedure described herein to give the title compound. Starting materials: CCOC(C)=O, O=[N+]([O-])c1ccc(Cl)c(OCCCl)c1. Yields the product Nc1ccc(Cl)c(OCCCl)c1. Reaction SMILES: [CH3:15][CH2:16][O:17][C:18]([CH3:19])=[O:20].[Cl:1][c:2]1[c:3]([O:11][CH2:12][CH2:13][Cl:14])[cH:4][c:5]([N+:8]([O-:9])=[O:10])[cH:6][cH:7]1>>[Cl:1][c:2]1[c:3]([O:11][CH2:12][CH2:13][Cl:14])[cH:4][c:5]([NH2:8])[cH:6][cH:7]1.